This data is from the Open Reaction Database (ORD), a public repository of structured organic reaction records. The task is: describe an organic reaction: reactants, conditions, products, and yield Reactants: CC(C)(C)c1ccc(B(O)O)cc1, CC(=O)[O-], CC(=O)[O-], CC1Cc2cccc(Cl)c2C1=O, [Na+], [Na+], O=C([O-])[O-], O, [Pd+2]. Product: CC1Cc2cccc(-c3ccc(C(C)(C)C)cc3)c2C1=O. As a reaction SMILES: [C:13]([CH3:14])([CH3:15])([CH3:16])[c:17]1[cH:18][cH:19][c:20]([B:23]([OH:24])[OH:25])[cH:21][cH:22]1.[C:32]([O-:33])(=[O:34])[CH3:35].[C:37]([O-:38])(=[O:39])[CH3:40].[Cl:1][c:2]1[cH:3][cH:4][cH:5][c:6]2[c:10]1[C:9](=[O:11])[CH:8]([CH3:12])[CH2:7]2.[Na+:26].[Na+:27].[O-:28][C:29](=[O:30])[O-:31].[OH2:41].[Pd+2:36]>>[c:2]1(-[c:20]2[cH:19][cH:18][c:17]([C:13]([CH3:14])([CH3:15])[CH3:16])[cH:22][cH:21]2)[cH:3][cH:4][cH:5][c:6]2[c:10]1[C:9](=[O:11])[CH:8]([CH3:12])[CH2:7]2. Starting materials: COCCNC1=CC=C(C=C1)[N+](=O)[O-] (N-(2-methoxyethyl)-4-nitrobenzenamine), C(C=C)(=O)Cl (propenoyl chloride). Product: COCCN(C(C=C)=O)C1=CC=C(C=C1)[N+](=O)[O-] (N-(2-Methoxyethyl)-N-(4-nitrophenyl)-2-propenamide). As a reaction SMILES: [CH3:1][O:2][CH2:3][CH2:4][NH:5][C:6]1[CH:11]=[CH:10][C:9]([N+:12]([O-:14])=[O:13])=[CH:8][CH:7]=1.[C:15](Cl)(=[O:18])[CH:16]=[CH2:17]>>[CH3:1][O:2][CH2:3][CH2:4][N:5]([C:6]1[CH:11]=[CH:10][C:9]([N+:12]([O-:14])=[O:13])=[CH:8][CH:7]=1)[C:15](=[O:18])[CH:16]=[CH2:17]. Procedure details: In a manner similar to Preparation 3, react N-(2-methoxyethyl)-4-nitrobenzenamine with propenoyl chloride to obtain the title compound. Starting materials: NC1=NC(=C(C(=N1)S(=O)C)C#N)C1=CC=CC=C1 (2-amino-4-methanesulfinyl-6-phenyl-pyrimidine-5-carbonitrile), SCCC1=NC=CC=C1 (2-mercaptoethylpyridine), C1CCC2=NCCCN2CC1 (DBU). Solvent: COCCOC (DME). Yields the product NC1=NC(=C(C(=N1)C1=CC=CC=C1)C#N)SCCC1=NC=CC=C1 (2-Amino-4-phenyl-6-(2-pyridin-2-yl-ethylsulfanyl)-pyrimidine-5-carbonitrile). As a reaction SMILES: [NH2:1][C:2]1[N:7]=[C:6]([S:8]([CH3:10])=O)[C:5]([C:11]#[N:12])=[C:4]([C:13]2[CH:18]=[CH:17][CH:16]=[CH:15][CH:14]=2)[N:3]=1.SC[CH2:21][C:22]1[CH:27]=[CH:26][CH:25]=[CH:24][N:23]=1.C1CCN2C(=NCCC2)CC1>COCCOC>[NH2:1][C:2]1[N:3]=[C:4]([C:13]2[CH:18]=[CH:17][CH:16]=[CH:15][CH:14]=2)[C:5]([C:11]#[N:12])=[C:6]([S:8][CH2:10][CH2:21][C:22]2[CH:27]=[CH:26][CH:25]=[CH:24][N:23]=2)[N:7]=1. Procedure details: From 2-amino-4-methanesulfinyl-6-phenyl-pyrimidine-5-carbonitrile, 2-mercaptoethylpyridine and DBU in DME. ES-MS m/e (%): 334 (M+H+, 100). Starting materials: FC1=C(OC2=C3C(=NC=C2)C=C(S3)C3=CC=C(C=C3)C(=O)N3CCCC3)C=CC(=C1)[N+](=O)[O-] ((4-(7-(2-fluoro-4-nitrophenoxy)thieno[3,2-b]pyridin-2-yl)phenyl)(pyrrolidin-1-yl)methanone), [NH4+].[Cl-] (NH4Cl). Reagents/catalysts: [Zn] (Zinc). Solvent: CO (MeOH). Product: NC1=CC(=C(OC2=C3C(=NC=C2)C=C(S3)C3=CC=C(C=C3)C(=O)N3CCCC3)C=C1)F ((4-(7-(4-amino-2-fluorophenoxy)thieno[3,2-b]pyridin-2-yl)phenyl)(pyrrolidin-1-yl)methanone). The yield is 92.6%. Reaction SMILES: [F:1][C:2]1[CH:30]=[C:29]([N+:31]([O-])=O)[CH:28]=[CH:27][C:3]=1[O:4][C:5]1[CH:10]=[CH:9][N:8]=[C:7]2[CH:11]=[C:12]([C:14]3[CH:19]=[CH:18][C:17]([C:20]([N:22]4[CH2:26][CH2:25][CH2:24][CH2:23]4)=[O:21])=[CH:16][CH:15]=3)[S:13][C:6]=12.[NH4+].[Cl-]>CO.[Zn]>[NH2:31][C:29]1[CH:28]=[CH:27][C:3]([O:4][C:5]2[CH:10]=[CH:9][N:8]=[C:7]3[CH:11]=[C:12]([C:14]4[CH:15]=[CH:16][C:17]([C:20]([N:22]5[CH2:26][CH2:25][CH2:24][CH2:23]5)=[O:21])=[CH:18][CH:19]=4)[S:13][C:6]=23)=[C:2]([F:1])[CH:30]=1 |f:1.2|. Procedure details: To a suspension of 125 (1.5 g, 3.24 mmol) in MeOH (60 mL) was added Zinc powder (1.693 g, 25.9 mmol) and NH4Cl (0.346 g, 6.47 mmol) and the reaction mixture was heated to reflux for 5 hours. The mixture was cooled to RT and filtered. The filtrate was concentrated and the residue was dissolved in DCM and washed with water. The organic phase was collected, dried over anhydrous Na2SO4, filtered and concentrated to give title compound 126 (1.3 g, 93% yield) as a brown oil which became a puffy solid ... The reactants are CC#N, Nc1ccc(-c2ccc(Cl)cc2)cn1, O=C1CCC(=O)N1Br. The product is Nc1ncc(-c2ccc(Cl)cc2)cc1Br. As a reaction SMILES: [CH3:23][C:24]#[N:25].[Cl:1][c:2]1[cH:3][cH:4][c:5](-[c:8]2[cH:9][cH:10][c:11]([NH2:14])[n:12][cH:13]2)[cH:6][cH:7]1.[O:15]=[C:16]1[N:17]([Br:22])[C:18](=[O:19])[CH2:20][CH2:21]1>>[Cl:1][c:2]1[cH:3][cH:4][c:5](-[c:8]2[cH:9][c:10]([Br:22])[c:11]([NH2:14])[n:12][cH:13]2)[cH:6][cH:7]1. Reactants: CSc1nc(C)c(CCO)c(=O)n1C, ClC(Cl)Cl, O=S(Cl)Cl, c1ccncc1. Yields the product CSc1nc(C)c(CCCl)c(=O)n1C. Reaction SMILES: [CH3:1][S:2][c:3]1[n:4][c:5]([CH3:14])[c:6]([CH2:11][CH2:12][OH:13])[c:7](=[O:10])[n:8]1[CH3:9].[CH:25]([Cl:26])([Cl:27])[Cl:28].[S:21]([Cl:22])([Cl:23])=[O:24].[cH:15]1[cH:16][cH:17][n:18][cH:19][cH:20]1>>[CH3:1][S:2][c:3]1[n:4][c:5]([CH3:14])[c:6]([CH2:11][CH2:12][Cl:23])[c:7](=[O:10])[n:8]1[CH3:9]. The reactants are C(C)(=O)OC1=CC=C(C(=O)Cl)C=C1 (4-acetoxybenzoyl chloride), FC1=C(C(=C(C(=C1O)F)F)F)F (pentafluorophenol), N1=CC=CC=C1 (pyridine). Solvent: C(C)#N (acetonitrile). Yields the product C(C)(=O)OC1=CC=C(C(=O)OC2=C(C(=C(C(=C2F)F)F)F)F)C=C1 (Pentafluorophenyl 4-acetoxybenzoate). The yield is 95.7%. RXN SMILES: [C:1]([O:4][C:5]1[CH:13]=[CH:12][C:8]([C:9](Cl)=[O:10])=[CH:7][CH:6]=1)(=[O:3])[CH3:2].[F:14][C:15]1[C:20]([OH:21])=[C:19]([F:22])[C:18]([F:23])=[C:17]([F:24])[C:16]=1[F:25].N1C=CC=CC=1>C(#N)C>[C:1]([O:4][C:5]1[CH:13]=[CH:12][C:8]([C:9]([O:21][C:20]2[C:19]([F:22])=[C:18]([F:23])[C:17]([F:24])=[C:16]([F:25])[C:15]=2[F:14])=[O:10])=[CH:7][CH:6]=1)(=[O:3])[CH3:2]. Reported procedure: A solution of 10.8 g of 4-acetoxybenzoyl chloride in dry acetonitrile was treated with 10 g of pentafluorophenol, and stirred at 0° C. whilst 4.4 ml of pyridine was added dropwise. The solution was permitted to warm to room temperature then heated to reflux temperature until the reaction was complete. Solvent was evaporated in vacuo and the residue obtained partitioned between ethyl acetate and water. The organic solution was washed with further portions of water and brine and dried over magnesi... Starting materials: ClC1=NC=NC2=CC(=C(C=C12)OC)OCCCN1CCOCC1 (4-Chloro-6-methoxy-7-(3-morpholinopropoxy)quinazoline), [Na] (sodium), C[Si](N[Si](C)(C)C)(C)C (1,1,1,3,3,3-hexamethyldisilazane), NC1=C(C=CC=2C=COC21)Cl (7-amino-6-chlorobenzofuran), solution, Cl (hydrogen chloride), resultant mixture. The solvent is C(C)OCC (Diethyl ether), CN(C)C=O (DMF), C(C)(C)O (isopropanol), C(Cl)Cl (methylene chloride). Run at time 30 minute. Yields the product ClC1=C(C2=C(C=CO2)C=C1)NC1=NC=NC2=CC(=C(C=C12)OC)OCCCN1CCOCC1 (4-(6-chlorobenzofuran-7-ylamino)-6-methoxy-7-(3-morpholinopropoxy)quinazoline). The yield is 85.0%. RXN SMILES: [Na].C[Si](C)(C)N[Si](C)(C)C.[NH2:11][C:12]1[C:20]2[O:19][CH:18]=[CH:17][C:16]=2[CH:15]=[CH:14][C:13]=1[Cl:21].Cl[C:23]1[C:32]2[C:27](=[CH:28][C:29]([O:35][CH2:36][CH2:37][CH2:38][N:39]3[CH2:44][CH2:43][O:42][CH2:41][CH2:40]3)=[C:30]([O:33][CH3:34])[CH:31]=2)[N:26]=[CH:25][N:24]=1.Cl>CN(C=O)C.C(Cl)Cl.C(O)(C)C.C(OCC)C>[Cl:21][C:13]1[CH:14]=[CH:15][C:16]2[CH:17]=[CH:18][O:19][C:20]=2[C:12]=1[NH:11][C:23]1[C:32]2[C:27](=[CH:28][C:29]([O:35][CH2:36][CH2:37][CH2:38][N:39]3[CH2:40][CH2:41][O:42][CH2:43][CH2:44]3)=[C:30]([O:33][CH3:34])[CH:31]=2)[N:26]=[CH:25][N:24]=1 |^1:0|. Reported procedure: The sodium salt of 1,1,1,3,3,3-hexamethyldisilazane (1M solution in THF; 0.592 ml) was added to a solution of 7-amino-6-chlorobenzofuran (0.099 g) in DMF (5 ml) and the reaction mixture was stirred at ambient temperature for 30 minutes. 4-Chloro-6-methoxy-7-(3-morpholinopropoxy)quinazoline (0.1 g) was added and the resultant mixture was stirred at ambient temperature for 3 hours. The mixture was partitioned between ethyl acetate and water. The organic phase was washed in turn with water and brin... The reactants are [Br-], C=C[Mg+], C=CC(N1C(=O)c2ccccc2C1=O)C(F)(F)CCC=O, C1CCOC1. Product: C=CC(O)CCC(F)(F)C(C=C)N1C(=O)c2ccccc2C1=O. As a reaction SMILES: [Br-:1].[CH:2](=[CH2:3])[Mg+:4].[F:5][C:6]([CH2:7][CH2:8][CH:9]=[O:10])([CH:11]([CH:12]=[CH2:13])[N:14]1[C:15](=[O:24])[c:16]2[c:17]([cH:20][cH:21][cH:22][cH:23]2)[C:18]1=[O:19])[F:25].[O:26]1[CH2:27][CH2:28][CH2:29][CH2:30]1>>[CH:2](=[CH2:3])[CH:9]([CH2:8][CH2:7][C:6]([F:5])([CH:11]([CH:12]=[CH2:13])[N:14]1[C:15](=[O:24])[c:16]2[c:17]([cH:20][cH:21][cH:22][cH:23]2)[C:18]1=[O:19])[F:25])[OH:10]. Reactants: CCOC(C)=O, CN(C)C=O, Nc1ccc(Oc2cc(N)ncn2)cc1, O=C=Nc1ccccc1, O. Product: Nc1cc(Oc2ccc(NC(=O)Nc3ccccc3)cc2)ncn1. RXN SMILES: [CH3:25][CH2:26][O:27][C:28](=[O:29])[CH3:30].[CH3:32][N:33]([CH3:34])[CH:35]=[O:36].[NH2:1][c:2]1[cH:3][cH:4][c:5]([O:6][c:7]2[cH:8][c:9]([NH2:13])[n:10][cH:11][n:12]2)[cH:14][cH:15]1.[O:16]=[C:17]=[N:18][c:19]1[cH:20][cH:21][cH:22][cH:23][cH:24]1.[OH2:31]>>[NH:1]([c:2]1[cH:3][cH:4][c:5]([O:6][c:7]2[cH:8][c:9]([NH2:13])[n:10][cH:11][n:12]2)[cH:14][cH:15]1)[C:17](=[O:16])[NH:18][c:19]1[cH:20][cH:21][cH:22][cH:23][cH:24]1.